Dataset: the Open Reaction Database (ORD), a public repository of structured organic reaction records. Task: describe an organic reaction: reactants, conditions, products, and yield Reactants: N1C(=NC2=C1C=CC=C2)C(=O)C2=CC=C(C=C2)O ((1H-benzo[d]imidazol-2-yl)(4-hydroxyphenyl)methanone), FC=1C(=NC=CN1)C1CCN(CC1)C(C)=O (1-(4-(3-fluoropyrazin-2-yl)piperidin-1-yl)ethanone), C([O-])([O-])=O.[Cs+].[Cs+] (cesium carbonate). The solvent is CS(=O)C (DMSO). Reaction conditions: temperature 80 celsius. The product is N1C(=NC2=C1C=CC=C2)C(=O)C2=CC=C(OC=1C(=NC=CN1)C1CCN(CC1)C(C)=O)C=C2 (1-(4-(3-(4-(1H-benzo[d]imidazole-2-carbonyl)phenoxy)pyrazin-2-yl)piperidin-1-yl)ethanone). As a reaction SMILES: [NH:1]1[C:5]2[CH:6]=[CH:7][CH:8]=[CH:9][C:4]=2[N:3]=[C:2]1[C:10]([C:12]1[CH:17]=[CH:16][C:15]([OH:18])=[CH:14][CH:13]=1)=[O:11].F[C:20]1[C:21]([CH:26]2[CH2:31][CH2:30][N:29]([C:32](=[O:34])[CH3:33])[CH2:28][CH2:27]2)=[N:22][CH:23]=[CH:24][N:25]=1.C(=O)([O-])[O-].[Cs+].[Cs+]>CS(C)=O>[NH:1]1[C:5]2[CH:6]=[CH:7][CH:8]=[CH:9][C:4]=2[N:3]=[C:2]1[C:10]([C:12]1[CH:17]=[CH:16][C:15]([O:18][C:20]2[C:21]([CH:26]3[CH2:27][CH2:28][N:29]([C:32](=[O:34])[CH3:33])[CH2:30][CH2:31]3)=[N:22][CH:23]=[CH:24][N:25]=2)=[CH:14][CH:13]=1)=[O:11] |f:2.3.4|. Procedure: The mixture of (1H-benzo[d]imidazol-2-yl)(4-hydroxyphenyl)methanone (0.16 g, 0.67 mmol), 1-(4-(3-fluoropyrazin-2-yl)piperidin-1-yl)ethanone (0.1 g, 0.45 mmol), and cesium carbonate (0.22 g, 0.67 mmol) in DMSO (1.5 mL) was heated at 80° C. for 20 h. After cooling to RT, the reaction mixture was partitioned between Teac and brine. The aqueous layer was back extracted with Teac (2×) and the combined organic layer was dried (Na2SO4) and concentrated. The crude material was purified by chromatography... Reactants: [Br-], BrC1=CCCC1, BrCCBr, CC1=C(c2ccccc2)C(=O)N(C(C)(C)C=O)CO1, CCOC(C)=O, Cl, [Mg], C1CCOC1. Yields the product CC1=C(c2ccccc2)C(=O)N(C(C)(C)C(O)C2=CCCC2)CO1. As a reaction SMILES: [Br-:12].[Br:1][C:2]1=[CH:3][CH2:4][CH2:5][CH2:6]1.[Br:8][CH2:9][CH2:10][Br:11].[CH3:13][C:14]1=[C:15]([c:26]2[cH:27][cH:28][cH:29][cH:30][cH:31]2)[C:16](=[O:25])[N:17]([C:20]([CH:21]=[O:22])([CH3:23])[CH3:24])[CH2:18][O:19]1.[CH3:38][CH2:39][O:40][C:41](=[O:42])[CH3:43].[ClH:32].[Mg:7].[O:33]1[CH2:34][CH2:35][CH2:36][CH2:37]1>>[C:2]1([CH:21]([C:20]([N:17]2[C:16](=[O:25])[C:15]([c:26]3[cH:27][cH:28][cH:29][cH:30][cH:31]3)=[C:14]([CH3:13])[O:19][CH2:18]2)([CH3:23])[CH3:24])[OH:22])=[CH:3][CH2:4][CH2:5][CH2:6]1.